The task is: describe an organic reaction: reactants, conditions, products, and yield. This data is from the Open Reaction Database (ORD), a public repository of structured organic reaction records. Starting materials: ClC(Cl)Cl, CCc1cccc(C2(NCC(O)C(N)Cc3cc(F)cc(F)c3)CC2)c1, O=C1CCC(=O)O1. Product: CCc1cccc(C2(NCC(O)C(Cc3cc(F)cc(F)c3)NC(=O)CCC(=O)O)CC2)c1. RXN SMILES: [CH:34]([Cl:35])([Cl:36])[Cl:37].[NH2:1][CH:2]([CH:3]([CH2:4][NH:5][C:6]1([c:9]2[cH:10][c:11]([CH2:15][CH3:16])[cH:12][cH:13][cH:14]2)[CH2:7][CH2:8]1)[OH:17])[CH2:18][c:19]1[cH:20][c:21]([F:26])[cH:22][c:23]([F:25])[cH:24]1.[O:27]=[C:28]1[CH2:29][CH2:30][C:31](=[O:32])[O:33]1>>[NH:1]([CH:2]([CH:3]([CH2:4][NH:5][C:6]1([c:9]2[cH:10][c:11]([CH2:15][CH3:16])[cH:12][cH:13][cH:14]2)[CH2:7][CH2:8]1)[OH:17])[CH2:18][c:19]1[cH:20][c:21]([F:26])[cH:22][c:23]([F:25])[cH:24]1)[C:31]([CH2:30][CH2:29][C:28](=[O:27])[OH:33])=[O:32]. The reactants are N=1NC(C=CC1)=O (pyridazin-3(2H)-one), N (NH3), BrC1=CC=C(C=C1)[C@@H]1[C@H](C1)CN1[C@@H](CCC1)C ((R)-1-(((1S,2S)-2-(4-bromophenyl)cyclopropyl)methyl)-2-methylpyrrolidine), product. The product is C[C@H]1N(CCC1)C[C@@H]1[C@H](C1)C1=CC=C(C=C1)N1C(CCC1)=O (1-[4-((1S,2S)-2-{[(2R)-2-methylpyrrolidin-1-yl]methyl}cyclopropyl)phenyl]pyrrolidin-2-one). Reaction SMILES: N1[NH:2][C:3](=[O:7])[CH:4]=[CH:5][CH:6]=1.Br[C:9]1[CH:14]=[CH:13][C:12]([C@H:15]2[CH2:17][C@@H:16]2[CH2:18][N:19]2[CH2:23][CH2:22][CH2:21][C@H:20]2[CH3:24])=[CH:11][CH:10]=1.N>>[CH3:24][C@@H:20]1[CH2:21][CH2:22][CH2:23][N:19]1[CH2:18][C@H:16]1[CH2:17][C@@H:15]1[C:12]1[CH:13]=[CH:14][C:9]([N:2]2[CH2:6][CH2:5][CH2:4][C:3]2=[O:7])=[CH:10][CH:11]=1. Procedure details: The title compound was prepared using the procedure described in Example 35B substituting pyrrolidin-2-one for pyridazin-3(2H)-one and substituting the product from Example 35A for the product from Example 34F. 1H NMR (300 MHz, CD3OD) δ 0.89-0.96 (m, 1H), 1.01-1.08 (m, 1H), 1.22 (d, J=6 Hz, 3H), 1.25-1.30 (m, 1H), 1.48-1.55 (m, 1H), 1.8-1.89 (m, 4H), 2.03-2.27 (m, 4H), 2.57 (t, J=6 Hz, 2H), 2.65-2.74 (m, 1H), 3.22 (q, J=6 Hz, 1H), 3.33-3.40 (m, 1H), 3.89 (t, J=6 Hz, 2H), 7.10 (d, J=9 Hz, 2H), 7.... Reactants: CCOC(=O)CSCc1cccc(NC(=O)OC(C)(C)C)c1, CCO, CCOC(C)=O, Cl. The product is Cl, CCOC(=O)CSCc1cccc(N)c1. Reaction SMILES: [C:1]([O:2][C:3](=[O:4])[NH:8][c:9]1[cH:10][c:11]([CH2:12][S:13][CH2:14][C:15](=[O:16])[O:17][CH2:18][CH3:19])[cH:20][cH:21][cH:22]1)([CH3:5])([CH3:6])[CH3:7].[CH3:24][CH2:25][OH:26].[CH3:27][CH2:28][O:29][C:30](=[O:31])[CH3:32].[ClH:23]>>[ClH:23].[NH2:8][c:9]1[cH:10][c:11]([CH2:12][S:13][CH2:14][C:15](=[O:16])[O:17][CH2:18][CH3:19])[cH:20][cH:21][cH:22]1. The reactants are Cl (HCl), crude product, O1CCC=C1 (2,3-dihydrofuran), N1=CC=CC=C1 (pyridine), ClC(C(=O)Cl)(Cl)Cl (trichloroacetyl chloride). Solvent: CCCCCCC (n-heptane). Run at temperature 10 celsius, time 45 minute. Product: ClC(C(=O)C=1CCOC1)(Cl)Cl (2,3-Dihydro-4-Trichloroacetylfuran). RXN SMILES: [O:1]1[CH:5]=[CH:4][CH2:3][CH2:2]1.N1C=CC=CC=1.[Cl:12][C:13]([Cl:18])([Cl:17])[C:14](Cl)=[O:15].Cl>CCCCCCC>[Cl:12][C:13]([Cl:18])([Cl:17])[C:14]([C:3]1[CH2:4][CH2:5][O:1][CH:2]=1)=[O:15]. Procedure: To a nitrogen-purged, 5000-mL, three-neck, round-bottom flask equipped with a bottom stopcock, thermometer, mechanical stirrer, addition funnel and ice bath was charged 330.0 g (4.70 moles) of 2,3-dihydrofuran, 391 g (4.95 moles) of pyridine, and 1000 mL of n-heptane. The mixture was cooled to 10° C. then trichloroacetyl chloride (500 mL, 815 g, 4.48 moles) was added dropwise from the addition funnel. An ice bath was used to hold the reaction mixture at 11 to 220° C. during the 190 minute additi... Yields the product COC(CC1=CC(=C(C=C1)C=O)Cl)=O ((3-Chloro-4-formyl-phenyl)-acetic acid methyl ester). Procedure details: A solution of (3-chloro-4-cyano-phenyl)acetic acid methyl ester 13 (7.4 g, 35.3 mmol) in 88% formic acid (100 mL) is combined with Raney-alloy (9.0 g) and heated to reflux for 10 hours at 110° C. After cooling to room temperature, the alloy is removed by filtration over Celite. The filtrate is concentrated to ˜10% of the original volume and diluted with EtOAc (250 mL) and washed three times with water (80 mL). The organic layer is dried (MgSO4), filtered and concentrated to afford crude product,... Run at temperature 110 celsius. Reaction SMILES: [CH3:1][O:2][C:3](=[O:14])[CH2:4][C:5]1[CH:10]=[CH:9][C:8]([C:11]#N)=[C:7]([Cl:13])[CH:6]=1.C(O)=[O:16]>>[CH3:1][O:2][C:3](=[O:14])[CH2:4][C:5]1[CH:10]=[CH:9][C:8]([CH:11]=[O:16])=[C:7]([Cl:13])[CH:6]=1. Reactants: COC(CC1=CC(=C(C=C1)C#N)Cl)=O ((3-chloro-4-cyano-phenyl)acetic acid methyl ester), C(=O)O (formic acid). Reactants: BrC1=CC=2C3=C(C=NC2C=C1)N(C(N3C=3C(=NN(C3)C)C)=O)C (8-bromo-1-(1,3-dimethyl-1H-pyrazol-4-yl)-3-methyl-1,3-dihydro-imidazo[4,5-c]quinolin-2-one), BrC1=CC=2C3=C(C=NC2C=C1)N(C(N3C=3C(=NN(C3)C)C)=O)C (8-bromo-1-(1,3-dimethyl-1H-pyrazol-4-yl)-3-methyl-1,3-dihydro-imidazo[4,5-c]quinolin-2-one), COC1=NC=C(C=C1N(C(C)=O)C)B1OC(C(O1)(C)C)(C)C (N-[2-methoxy-5-(4,4,5,5-tetramethyl-[1,3,2]dioxaborolan-2-yl)-pyridin-3-yl]-N-methyl-acetamide). Product: CN1N=C(C(=C1)N1C(N(C=2C=NC=3C=CC(=CC3C21)C=2C=C(C(=NC2)OC)N(C(C)=O)C)C)=O)C (N-{5-[1-(1,3-Dimethyl-1H-pyrazol-4-yl)-3-methyl-2-oxo-2,3-dihydro-1H-imidazo[4,5-c]quinolin-8-yl]-2-methoxy-pyridin-3-yl}-N-methyl-acetamide). Reaction SMILES: Br[C:2]1[CH:11]=[CH:10][C:9]2[N:8]=[CH:7][C:6]3[N:12]([CH3:23])[C:13](=[O:22])[N:14]([C:15]4[C:16]([CH3:21])=[N:17][N:18]([CH3:20])[CH:19]=4)[C:5]=3[C:4]=2[CH:3]=1.[CH3:24][O:25][C:26]1[C:31]([N:32]([CH3:36])[C:33](=[O:35])[CH3:34])=[CH:30][C:29](B2OC(C)(C)C(C)(C)O2)=[CH:28][N:27]=1>>[CH3:20][N:18]1[CH:19]=[C:15]([N:14]2[C:5]3[C:4]4[CH:3]=[C:2]([C:29]5[CH:30]=[C:31]([N:32]([CH3:36])[C:33](=[O:35])[CH3:34])[C:26]([O:25][CH3:24])=[N:27][CH:28]=5)[CH:11]=[CH:10][C:9]=4[N:8]=[CH:7][C:6]=3[N:12]([CH3:23])[C:13]2=[O:22])[C:16]([CH3:21])=[N:17]1. Procedure details: The title compound was synthesized in a similar manner as described for Example 1.1 using 8-bromo-1-(1,3-dimethyl-1H-pyrazol-4-yl)-3-methyl-1,3-dihydro-imidazo[4,5-c]quinolin-2-one (Intermediate A) and N-[2-methoxy-5-(4,4,5,5-tetramethyl-[1,3,2]dioxaborolan-2-yl)-pyridin-3-yl]-N-methyl-acetamide (Stage 62.1.1) to give the title compound as a white solid. (HPLC: tR 2.52 min (Method A); M+H=472 MS-ES; 1H-NMR (d6-DMSO, 400 MHz) 8.97 (s, 1H), 8.40-8.31 (m, 1H), 8.18-8.06 (m, 2H), 8.03-7.90 (m, 1H), ... As a reaction SMILES: [CH3:1][O:2][C:3]([c:5]1[cH:11][c:9]([Cl:10])[n:8][cH:7][cH:6]1)=[O:4].[CH3:12][C:13]1([C:18]([CH3:20])([CH3:19])[O:17][B:16](B2OC(C)(C)C(C)(C)O2)[O:15]1)[CH3:14]>>[CH3:1][O:2][C:3]([c:5]1[cH:6][c:7]([B:16]2[O:17][C:18]([CH3:20])([CH3:19])[C:13]([CH3:14])([CH3:12])[O:15]2)[n:8][c:9]([Cl:10])[cH:11]1)=[O:4]. The reagents and catalysts are c1ccc(cc1)-c2c3ccccc3cc4ccccc24 (9-Phenylanthracene), Neocuproine.0.5H2O, [Ir-]12[Ir-]([O+]1C)[O+]2C.C1=CCCC=CCC1.C1=CCCC=CCC1 ([Ir(OMe)(COD)]2). Run in CC(C)(C)OC (tBME). Product: COC(=O)c1cc(Cl)nc(c1)B2OC(C)(C)C(C)(C)O2. Reaction conditions: temperature 80 celsius, time 18 hour. The reactants are C1(C(OB(O1)B1OC(C(O1)(C)C)(C)C)(C)C)(C)C, c1(cc(ncc1)Cl)C(OC)=O. The reactants are C1=CNC(=C1)CC2=CC=C(N2)C=O (1-Formyldipyrromethane), C12=CC=C(N1)C=C1C=CC(=N1)C=C1C=CC(N1)=CC=1C=CC(N1)=C2 (porphine). Product: C1=CNC(=C1)CC2=CC=CN2 (dipyrromethane), Grignard reagent. The yield is 46.0%. RXN SMILES: [CH:1]1[CH:5]=[C:4]([CH2:6][C:7]2[NH:11][C:10](C=O)=[CH:9][CH:8]=2)[NH:3][CH:2]=1.C12C=C3N=C(C=C3)C=C3NC(C=C3)=CC3=NC(C=C3)=CC(N1)=CC=2>>[CH:9]1[CH:8]=[C:7]([CH2:6][C:4]2[NH:3][CH:2]=[CH:1][CH:5]=2)[NH:11][CH:10]=1. Reported procedure: 1-Formyldipyrromethane 2 is the key precursor for the porphine synthesis described herein. Formylation of dipyrromethane via Vilsmeier or Grignard reagent mediated syntheses21 results in multiple byproducts, requiring tedious chromatographic separation for the purification of 1-formyldipyrromethane (2). The TLC and 1H NMR analyses of the crude reaction mixture obtained from Vilsmeier formylation of dipyrromethane showed the presence of three components: starting dipyrromethane (3), 1-formyldipyr...